This data is from the Open Reaction Database (ORD), a public repository of structured organic reaction records. The task is: describe an organic reaction: reactants, conditions, products, and yield The reactants are IC=1C=CC(=NC1)NN (5-iodo-2-hydrazinopyridine), N1(CCOCC1)CCOC=1C=C(C=O)C=CC1 (3-(2-morpholin-4-yl-ethoxy)-benzaldehyde). Run in CCO (EtOH). The product is IC=1C=CC(=NC1)N/N=C/C1=CC(=CC=C1)OCCN1CCOCC1 (N-(5-Iodo-pyridin-2-yl)-N′-[1-[3-(2-morpholin-4-yl-ethoxy)-phenyl]-meth-(E)-ylidene]-hydrazine). Yield: 86306.9%. Reaction SMILES: [I:1][C:2]1[CH:3]=[CH:4][C:5]([NH:8][NH2:9])=[N:6][CH:7]=1.[N:10]1([CH2:16][CH2:17][O:18][C:19]2[CH:20]=[C:21]([CH:24]=[CH:25][CH:26]=2)[CH:22]=O)[CH2:15][CH2:14][O:13][CH2:12][CH2:11]1>CCO>[I:1][C:2]1[CH:3]=[CH:4][C:5]([NH:8]/[N:9]=[CH:22]/[C:21]2[CH:24]=[CH:25][CH:26]=[C:19]([O:18][CH2:17][CH2:16][N:10]3[CH2:15][CH2:14][O:13][CH2:12][CH2:11]3)[CH:20]=2)=[N:6][CH:7]=1. Reported procedure: To a suspension of 5-iodo-2-hydrazinopyridine (6.62 g, 0.028 mmol) in EtOH (90 mL) was added 3-(2-morpholin-4-yl-ethoxy)-benzaldehyde (6.63 g, 0.028 mmol). The reaction was heated at reflux for 2 h under nitrogen, then cooled to RT. The resulting precipitate was collected by filtration and washed with EtOH to afford the title compound (10.93 g, 86%) as a white solid. LCMS (Method 1): Rt 2.37 min, m/z 453 [MH+]. 1H NMR (300 MHz, CD3OD): δ 8.24 (1 H, d, J 2.2), 7.90-7.84 (2 H, m), 7.36-7.18 (3 H, ... Reaction SMILES: [CH:1]1([N:5]2[CH2:11][CH2:10][C:9]3[CH:12]=[C:13]([O:16][CH:17]4CCNCC4)[CH:14]=[CH:15][C:8]=3[CH2:7][CH2:6]2)[CH2:4][CH2:3][CH2:2]1.[N:23]1([C:29]([C@@H:31]2[CH2:36][CH2:35][C@H](O)[CH2:33][CH2:32]2)=[O:30])[CH2:28][CH2:27][O:26][CH2:25][CH2:24]1>>[CH:1]1([N:5]2[CH2:6][CH2:7][C:8]3[CH:15]=[CH:14][C:13]([O:16][C@H:17]4[CH2:35][CH2:36][C@H:31]([C:29]([N:23]5[CH2:24][CH2:25][O:26][CH2:27][CH2:28]5)=[O:30])[CH2:32][CH2:33]4)=[CH:12][C:9]=3[CH2:10][CH2:11]2)[CH2:2][CH2:3][CH2:4]1. The product is C1(CCC1)N1CCC2=C(CC1)C=CC(=C2)O[C@@H]2CC[C@H](CC2)C(=O)N2CCOCC2 (3-Cyclobutyl-7-{[trans-4-(4-morpholinylcarbonyl)cyclohexyl]oxy}-2,3,4,5-tetrahydro-1H-3-benzazepine). Reactants: C1(CCC1)N1CCC2=C(CC1)C=C(C=C2)OC2CCNCC2 (3-cyclobutyl-7-(piperidin-4-yloxy)-2,3,4,5-tetrahydro-1H-benzo[d]azepine), N1(CCOCC1)C(=O)[C@H]1CC[C@H](CC1)O (cis-4-(4-Morpholinylcarbonyl)cyclohexanol). Procedure details: Example 287 (E287) was prepared from 3-cyclobutyl-7-(piperidin-4-yloxy)-2,3,4,5-tetrahydro-1H-benzo[d]azepine (E6) and cis-4-(4-morpholinylcarbonyl)-cyclohexanol (D55) using the method described for Example 5a (E5a); MS (ES+) m/e 413 [M+H]+. The reactants are BrC=1C(=C2C(=NC1)NC=C2NC(CCOC)=O)F (N-(5-bromo-4-fluoro-1H-pyrrolo[2,3-b]pyridin-3-yl)-3-methoxypropanamide), N1C[C@@H](CCC1)NC(OC(C)(C)C)=O ((R)-tert-butyl piperidin-3-ylcarbamate). Run in CCCCO (n-BuOH), CCOC(=O)C (EtOAc). Procedure details: A mixture of N-(5-bromo-4-fluoro-1H-pyrrolo[2,3-b]pyridin-3-yl)-3-methoxypropanamide (110 mg, 0.348 mmol) and (R)-tert-butyl piperidin-3-ylcarbamate (279 mg, 1.39 mmol) in n-BuOH (5 mL) was stirred at 160° C. for 24 hours. The mixture was diluted with EtOAc (100 mL) and washed with brine (1×20 mL). The organic layer was separated, dried (MgSO4), filtered, and concentrated in vacuo. The residue was purified by C-18 reverse phase chromatography (Biotage 25M+ column) on Biotage SP4 unit eluting wit... Product: BrC=1C(=C2C(=NC1)NC=C2NC(CCOC)=O)N2C[C@@H](CCC2)NC(OC(C)(C)C)=O ((R)-tert-butyl 1-(5-bromo-3-(3-methoxypropanamido)-1H-pyrrolo[2,3-b]pyridin-4-yl)piperidin-3-ylcarbamate). Reaction SMILES: [Br:1][C:2]1[C:3](F)=[C:4]2[C:10]([NH:11][C:12](=[O:17])[CH2:13][CH2:14][O:15][CH3:16])=[CH:9][NH:8][C:5]2=[N:6][CH:7]=1.[NH:19]1[CH2:24][CH2:23][CH2:22][C@@H:21]([NH:25][C:26](=[O:32])[O:27][C:28]([CH3:31])([CH3:30])[CH3:29])[CH2:20]1>CCCCO.CCOC(C)=O>[Br:1][C:2]1[C:3]([N:19]2[CH2:24][CH2:23][CH2:22][C@@H:21]([NH:25][C:26](=[O:32])[O:27][C:28]([CH3:30])([CH3:29])[CH3:31])[CH2:20]2)=[C:4]2[C:10]([NH:11][C:12](=[O:17])[CH2:13][CH2:14][O:15][CH3:16])=[CH:9][NH:8][C:5]2=[N:6][CH:7]=1. Run at temperature 160 celsius, time 24 hour. The reactants are CCc1ccc(C(=O)c2cc(Br)ccc2Cl)cc1, O=C(O)C(F)(F)F. Product: CCc1ccc(Cc2cc(Br)ccc2Cl)cc1. Reaction SMILES: [Br:1][c:2]1[cH:3][cH:4][c:5]([Cl:18])[c:6]([C:8](=[O:9])[c:10]2[cH:11][cH:12][c:13]([CH2:16][CH3:17])[cH:14][cH:15]2)[cH:7]1.[F:19][C:20]([F:21])([F:22])[C:23]([OH:24])=[O:25]>>[Br:1][c:2]1[cH:3][cH:4][c:5]([Cl:18])[c:6]([CH2:8][c:10]2[cH:11][cH:12][c:13]([CH2:16][CH3:17])[cH:14][cH:15]2)[cH:7]1.